From a dataset of the Open Reaction Database (ORD), a public repository of structured organic reaction records. describe an organic reaction: reactants, conditions, products, and yield Reactants: [O-]C#N.[K+] (potassium cyanate), [O-]C#N.[K+] (potassium cyanate), NC1=C(SC=C1C)C(=O)OC (methyl 3-amino-4-methylthiophene-2-carboxylate), C(C)(=O)O (acetic acid), [OH-].[Na+] (sodium hydroxide), Cl (hydrochloric acid). The solvent is O (water), O (water), O (Water), O (water). Reaction conditions: temperature 10 celsius, time 1.5 hour. Product: CC1=CSC2=C1NC(NC2=O)=O (7-methylthieno[3,2-d]pyrimidine-2,4(1H,3H)-dione). Isolated yield 84.2%. As a reaction SMILES: [NH2:1][C:2]1[C:6]([CH3:7])=[CH:5][S:4][C:3]=1[C:8]([O:10]C)=O.C(O)(=O)C.[O-:16][C:17]#[N:18].[K+].[OH-].[Na+].Cl>O>[CH3:7][C:6]1[C:2]2[NH:1][C:17](=[O:16])[NH:18][C:8](=[O:10])[C:3]=2[S:4][CH:5]=1 |f:2.3,4.5|. Procedure details: Methyl 3-amino-4-methylthiophene-2-carboxylate IX (100 g, 0.584 mol) and acetic acid (750 mL, 13.1 mol) were stirred for 5 min to obtain a clear solution. A solution of potassium cyanate (56.8 g, 0.70 mol) in water (120 mL) was slowly added over 20 min, and the mixture was stirred for 1.5 h. Additional potassium cyanate (56.8 g, 0.70 mol) in water (120 mL) was slowly added over 20 min and the mixture was stirred for 2 h. Water (600 mL) was added and the mixture was cooled to 10° C. and stirred f... The reactants are COC(CC1=CC=C(C2=CC=CC=C12)Br)=O ((4-Bromo-naphthalen-1-yl)-acetic acid methyl ester), C(C)(C)[N-]C(C)C.[Li+] (lithiumdiisopropylamide), COC(C(CCBr)C1=CC=C(C2=CC=CC=C12)Br)=O (4-Bromo-2-(4-bromo-naphthalen-1-yl)-butyric acid methyl ester), crude material, BrCCBr (1,2-dibromoethane), C([O-])([O-])=O.[K+].[K+] (potassium carbonate). Solvent: O1CCCC1 (tetrahydrofuran), O1CCCC1.CCCCCCC.C(C)C1=CC=CC=C1 (tetrahydrofuran heptane ethylbenzene), CN(P(=O)(N(C)C)N(C)C)C (Hexamethylphosphoramide), O1CCCC1 (tetrahydrofuran). Reaction conditions: time 3 hour. The product is BrC1=CC=C(C2=CC=CC=C12)C1(CC1)C(=O)O (1-(4-Bromo-naphthalen-1-yl)-cyclopropanecarboxylic acid). Yield: 30.0%. RXN SMILES: COC(=O)CC1C2C(=CC=CC=2)C(Br)=CC=1.C([N-]C(C)C)(C)C.[Li+].BrCCBr.C[O:30][C:31](=[O:47])[CH:32]([C:36]1[C:45]2[C:40](=[CH:41][CH:42]=[CH:43][CH:44]=2)[C:39]([Br:46])=[CH:38][CH:37]=1)[CH2:33][CH2:34]Br.C(=O)([O-])[O-].[K+].[K+]>O1CCCC1.O1CCCC1.CCCCCCC.C(C1C=CC=CC=1)C.CN(C)P(N(C)C)(N(C)C)=O>[Br:46][C:39]1[C:40]2[C:45](=[CH:44][CH:43]=[CH:42][CH:41]=2)[C:36]([C:32]2([C:31]([OH:30])=[O:47])[CH2:34][CH2:33]2)=[CH:37][CH:38]=1 |f:1.2,5.6.7,9.10.11|. Procedure details: To a solution of (4-Bromo-naphthalen-1-yl)-acetic acid methyl ester (Example 472a), 687 mg) in tetrahydrofuran (13 mL) and Hexamethylphosphoramide (1.3 mL) was added at −78° C. a solution of lithiumdiisopropylamide (2M, 2.71 mL) in tetrahydrofuran/heptane/ethylbenzene within 5 min. 1,2-dibromoethane (695 mg) was added rapidly and the reaction mixture was stirred at room temperature for 3 hr. The reaction mixture was concentrated under vacuo and the residue partitioned between ethylacetate and a ...